This data is from the Open Reaction Database (ORD), a public repository of structured organic reaction records. The task is: describe an organic reaction: reactants, conditions, products, and yield Starting materials: CC(C)(C)OC(=O)NC(CC(=O)N1CCn2c(C(F)(F)F)nc(C(=O)N3CCNC(=O)C3)c2C1)Cc1cc(F)c(F)cc1F, CCOC(C)=O, Cl. Product: Cl, NC(CC(=O)N1CCn2c(C(F)(F)F)nc(C(=O)N3CCNC(=O)C3)c2C1)Cc1cc(F)c(F)cc1F. RXN SMILES: [C:1]([O:2][C:3](=[O:4])[NH:7][CH:8]([CH2:9][C:10]([N:11]1[CH2:12][c:13]2[n:14]([c:17]([C:29]([F:30])([F:31])[F:32])[n:18][c:19]2[C:20](=[O:21])[N:22]2[CH2:23][C:24](=[O:28])[NH:25][CH2:26][CH2:27]2)[CH2:15][CH2:16]1)=[O:33])[CH2:34][c:35]1[c:36]([F:43])[cH:37][c:38]([F:42])[c:39]([F:41])[cH:40]1)([CH3:5])([CH3:6])[CH3:44].[CH3:46][CH2:47][O:48][C:49](=[O:50])[CH3:51].[ClH:45]>>[ClH:45].[NH2:7][CH:8]([CH2:9][C:10]([N:11]1[CH2:12][c:13]2[n:14]([c:17]([C:29]([F:30])([F:31])[F:32])[n:18][c:19]2[C:20](=[O:21])[N:22]2[CH2:23][C:24](=[O:28])[NH:25][CH2:26][CH2:27]2)[CH2:15][CH2:16]1)=[O:33])[CH2:34][c:35]1[c:36]([F:43])[cH:37][c:38]([F:42])[c:39]([F:41])[cH:40]1. The yield is 98.5%. Solvent: ClCCl (dichloromethane). Yields the product Cl.ClC[C@H](C)NC1=CC=NC=C1 (N-[(1S)-2-chloro-1-methylethyl]pyridin-4-amine hydrochloride). Procedure details: (S)-2-(Pyridin-4-ylamino)-propan-1-ol (15 g) in dichloromethane (150 ml) was treated with thionyl chloride (59 g) whilst maintaining the temperature <10° C., and the resultant mixture was stirred at room temperature for 18 h. The reaction mixture was concentrated under reduced pressure to give the title compound as a white solid (20.1 g). The reactants are N1=CC=C(C=C1)N[C@H](CO)C ((S)-2-(Pyridin-4-ylamino)-propan-1-ol), S(=O)(Cl)Cl (thionyl chloride), resultant mixture. RXN SMILES: [N:1]1[CH:6]=[CH:5][C:4]([NH:7][C@@H:8]([CH3:11])[CH2:9]O)=[CH:3][CH:2]=1.S(Cl)([Cl:14])=O>ClCCl>[ClH:14].[Cl:14][CH2:9][C@@H:8]([NH:7][C:4]1[CH:5]=[CH:6][N:1]=[CH:2][CH:3]=1)[CH3:11] |f:3.4|.